The task is: describe an organic reaction: reactants, conditions, products, and yield. This data is from the Open Reaction Database (ORD), a public repository of structured organic reaction records. Yields the product C(C)(=S)CC(=O)C1=CC=C(C=C1)OC (2-thioacetyl-4′-methoxy acetophenone). RXN SMILES: [C:1]([O-])(=[S:3])[CH3:2].[K+].Br[CH2:7][C:8]([C:10]1[CH:15]=[CH:14][C:13]([O:16][CH3:17])=[CH:12][CH:11]=1)=[O:9]>C(O)C>[C:1]([CH2:7][C:8]([C:10]1[CH:15]=[CH:14][C:13]([O:16][CH3:17])=[CH:12][CH:11]=1)=[O:9])(=[S:3])[CH3:2] |f:0.1|. Reaction conditions: time 16 hour. Reactants: C(C)(=S)[O-].[K+] (Potassium thioacetate), BrCC(=O)C1=CC=C(C=C1)OC (2-bromo-4′-methoxy acetophenone). Run in C(C)O (ethanol). Reported procedure: Potassium thioacetate (2.28 g, 20 mmol) was added to a solution of 2-bromo-4′-methoxy acetophenone (4.58 g, 20 mmol) in absolute ethanol (150 ml). the reaction was stirred at ambient temperature under nitrogen for 16 hours at which time the white precipitate that had formed was filtered and the ethanol removed at reduced pressure. The residue was dissolved in dichloromethane (250 ml) and washed with water (200 ml), brine (200 ml), dried over Na2SO4 and the solvent removed at reduced pressure. Th... Yield: 81.6%. The product is CC(C)CSC(C)(C)C(=O)Nc1cc(C(C)(C)C)on1. The reactants are CC(C)(Br)C(=O)Nc1cc(C(C)(C)C)on1, CC(C)CS, CCO, [K+], [OH-]. Reaction SMILES: [Br:8][C:9]([C:10](=[O:11])[NH:12][c:13]1[n:14][o:15][c:16]([C:18]([CH3:19])([CH3:20])[CH3:21])[cH:17]1)([CH3:22])[CH3:23].[CH3:1][CH:2]([CH2:3][SH:4])[CH3:5].[CH3:24][CH2:25][OH:26].[K+:7].[OH-:6]>>[CH3:1][CH:2]([CH2:3][S:4][C:9]([C:10](=[O:11])[NH:12][c:13]1[n:14][o:15][c:16]([C:18]([CH3:19])([CH3:20])[CH3:21])[cH:17]1)([CH3:22])[CH3:23])[CH3:5]. The reactants are CCCC[O-], COC1(C(C)C)OCCCO1. The product is CC(C)=C1OCCCO1. RXN SMILES: [CH3:12][CH2:13][CH2:14][CH2:15][O-:16].[CH3:1][O:2][C:3]1([CH:9]([CH3:10])[CH3:11])[O:4][CH2:5][CH2:6][CH2:7][O:8]1>>[C:3]1(=[C:9]([CH3:10])[CH3:11])[O:4][CH2:5][CH2:6][CH2:7][O:8]1. The reactants are O=C(O)c1cnc(Cl)c(Br)c1, CS(C)=O, Cl, [K+], [OH-], O, OCC(F)(F)F. The product is O=C(O)c1cnc(OCC(F)(F)F)c(Br)c1. As a reaction SMILES: [Br:1][c:2]1[cH:3][c:4]([C:9](=[O:10])[OH:11])[cH:5][n:6][c:7]1[Cl:8].[CH3:21][S:22]([CH3:23])=[O:24].[ClH:20].[K+:13].[OH-:12].[OH2:25].[OH:14][CH2:15][C:16]([F:17])([F:18])[F:19]>>[Br:1][c:2]1[cH:3][c:4]([C:9](=[O:10])[OH:11])[cH:5][n:6][c:7]1[O:14][CH2:15][C:16]([F:17])([F:18])[F:19]. The reactants are C(=O)([O-])[O-].[K+].[K+].CC(=O)C (K2CO3 acetone), BrC1=C(C=CC=C1)CC(=O)OC (methyl 2-bromophenylacetate), C1(=CC=CC=C1)O (phenol), OC1=C(C=C(CO)C=C1)OC (4-hydroxy-3-methoxybenzyl alcohol). Product: OCC1=CC(=C(OC(C(=O)OC)C2=CC=CC=C2)C=C1)OC (methyl 2-(4-hydroxymethyl-2-methoxyphenoxy)-2-phenylacetate). The yield is 25.2%. Reaction SMILES: C([O-])([O-])=O.[K+].[K+].CC(C)=O.C1(O)C=CC=CC=1.[OH:18][C:19]1[CH:26]=[CH:25][C:22]([CH2:23][OH:24])=[CH:21][C:20]=1[O:27][CH3:28].Br[C:30]1[CH:35]=[CH:34][CH:33]=[CH:32][C:31]=1[CH2:36][C:37]([O:39][CH3:40])=[O:38]>>[OH:24][CH2:23][C:22]1[CH:25]=[CH:26][C:19]([O:18][CH:36]([C:31]2[CH:32]=[CH:33][CH:34]=[CH:35][CH:30]=2)[C:37]([O:39][CH3:40])=[O:38])=[C:20]([O:27][CH3:28])[CH:21]=1 |f:0.1.2.3|. Procedure: Using the K2CO3 /acetone conditions for phenol alkylation described in Step A of Example 30, 1.00 g (6.49 mmol) of 4-hydroxy-3-methoxybenzyl alcohol was alkylated with 1.64 g (7.14 mmol) of methyl 2-bromophenylacetate to afford 0.495 g (25%) of the title compound. Starting materials: C(C)OC(=O)C1C(C1)C1=CC(=C(C=C1)N1S(N(C(C1)=O)CC[Si](C)(C)C)(=O)=O)OCC1=CC=CC=C1 (2-{3-benzyloxy-4-[1,1,4-trioxo-5-(2-trimethylsilanylethyl)-1,2,5-thiadiazolidin-2-yl]-phenyl}-cyclopropanecarboxylic acid ethyl ester), CCCC[N+](CCCC)(CCCC)CCCC.[F-] (TBAF). Run in C1CCOC1 (THF), C1CCOC1 (THF), CCOC(=O)C (EtOAc). Reaction conditions: temperature 60 celsius, time 2 hour. Product: C(C)OC(=O)C1C(C1)C1=CC(=C(C=C1)N1S(NC(C1)=O)(=O)=O)OCC1=CC=CC=C1 (2-[3-Benzyloxy-4-(1,1,4-trioxo-1,2,5-thiadiazolidin-2-yl)-phenyl]-cyclopropanecarboxylic Acid Ethyl Ester). Reaction SMILES: [CH2:1]([O:3][C:4]([CH:6]1[CH2:8][CH:7]1[C:9]1[CH:14]=[CH:13][C:12]([N:15]2[CH2:19][C:18](=[O:20])[N:17](CC[Si](C)(C)C)[S:16]2(=[O:28])=[O:27])=[C:11]([O:29][CH2:30][C:31]2[CH:36]=[CH:35][CH:34]=[CH:33][CH:32]=2)[CH:10]=1)=[O:5])[CH3:2].CCCC[N+](CCCC)(CCCC)CCCC.[F-]>C1COCC1.CCOC(C)=O>[CH2:1]([O:3][C:4]([CH:6]1[CH2:8][CH:7]1[C:9]1[CH:14]=[CH:13][C:12]([N:15]2[CH2:19][C:18](=[O:20])[NH:17][S:16]2(=[O:27])=[O:28])=[C:11]([O:29][CH2:30][C:31]2[CH:32]=[CH:33][CH:34]=[CH:35][CH:36]=2)[CH:10]=1)=[O:5])[CH3:2] |f:1.2|. Procedure: To 2-{3-benzyloxy-4-[1,1,4-trioxo-5-(2-trimethylsilanylethyl)-1,2,5-thiadiazolidin-2-yl]-phenyl}-cyclopropanecarboxylic acid ethyl ester (75 mg, 0.14 mmol) in THF (3 mL) is added 1M TBAF in THF (0.21 mL) and the solution is stirred at 60° C. for 2 h. The reaction is cooled to RT and diluted with EtOAc and washed with 1N HCl and brine. The organic layer is dried over MgSO4 and concentrated under reduced pressure to afford the title compound as a yellow oil, which is used in the next step without ... Reactants: BrC=1N=C(N(C1Br)C)C1OCCO1 (4,5-dibromo-2-(1,3-dioxolan-2-yl)-1-methyl-1H-imidazole), [Li]CCCC (n-BuLi), O (water). Solvent: C1CCOC1 (THF). Run at time 2 hour. The product is BrC=1N=C(N(C1)C)C1OCCO1 (4-Bromo-2-(1,3-dioxolan-2-yl)-1-methyl-1H-imidazole). The yield is 90.9%. As a reaction SMILES: [Br:1][C:2]1[N:3]=[C:4]([CH:9]2[O:13][CH2:12][CH2:11][O:10]2)[N:5]([CH3:8])[C:6]=1Br.[Li]CCCC.O>C1COCC1>[Br:1][C:2]1[N:3]=[C:4]([CH:9]2[O:13][CH2:12][CH2:11][O:10]2)[N:5]([CH3:8])[CH:6]=1. Procedure: To a solution of 4,5-dibromo-2-(1,3-dioxolan-2-yl)-1-methyl-1H-imidazole (1 g, 3.2 mmol) in dry THF (20 mL) was added n-BuLi (2.5 M in hexane, 1.28 mL, 3.2 mmol) dropwise at −68° C. over 30 min. The reaction mixture was stirred at the same temperature for 2 h and then was allowed to warm to r.t. over 1 h. 10 mL of water was added slowly at 0° C. to quench the reaction. The residue was extracted with EtOAc (50 mL×2) and the combined organic layers were washed with water (20 mL) and brine (20 mL),... Reactants: NC1=CC=C(OC2=CC(=NC=N2)NC2=CC=CC=C2)C=C1 (N-(6-(4-Aminophenoxy)pyrimidin-4-yl)phenylamine), C1(=CC=CC=C1)N=C=O (phenyl isocyanate), O (water). Solvent: C(C)(=O)OCC (ethyl acetate), C(C)(=O)OCC (ethyl acetate), CN(C=O)C (dimethylformamide), CCCCCC (hexane). The product is C1(=CC=CC=C1)NC(=O)NC1=CC=C(C=C1)OC1=NC=NC(=C1)NC1=CC=CC=C1 (N-Phenyl-N′-(4-(6-phenylaminopyrimidin-4-yloxy)phenyl)urea). Yield: 87.0%. As a reaction SMILES: [NH2:1][C:2]1[CH:21]=[CH:20][C:5]([O:6][C:7]2[N:12]=[CH:11][N:10]=[C:9]([NH:13][C:14]3[CH:19]=[CH:18][CH:17]=[CH:16][CH:15]=3)[CH:8]=2)=[CH:4][CH:3]=1.[C:22]1([N:28]=[C:29]=[O:30])[CH:27]=[CH:26][CH:25]=[CH:24][CH:23]=1.O>CN(C)C=O.C(OCC)(=O)C.CCCCCC>[C:22]1([NH:28][C:29]([NH:1][C:2]2[CH:21]=[CH:20][C:5]([O:6][C:7]3[CH:8]=[C:9]([NH:13][C:14]4[CH:19]=[CH:18][CH:17]=[CH:16][CH:15]=4)[N:10]=[CH:11][N:12]=3)=[CH:4][CH:3]=2)=[O:30])[CH:27]=[CH:26][CH:25]=[CH:24][CH:23]=1. Procedure: N-(6-(4-Aminophenoxy)pyrimidin-4-yl)phenylamine (55.6 mg, 0.200 mmol) and phenyl isocyanate (26.1 mg, 0.220 mmol) were stirred together in dimethylformamide (1 ml) at room temperature for 12 hours. The reaction solution was distributed between ethyl acetate and water, the organic layer was washed with water and saturated saline and dried over anhydrous magnesium sulfate, the drying agent was filtered off and the filtrate was distilled off under reduced pressure. The obtained crude product was su... Starting materials: ClC1=CC=CC(=N1)NC(C1=C(C=C(C=C1)C1=NOC(C1)(C(F)(F)F)C1=CC(=CC(=C1)Cl)Cl)C)=O (N-(6-chloro-2-pyridyl)-4-[5-(3,5-dichlorophenyl)-5-trifluoromethyl-4,5-dihydro-isoxazole-3-yl]-2-methyl benzoic acid amide), [H-].[Na+] (sodium hydride), C(C)(=O)Cl (acetyl chloride), [H][H] (hydrogen). Solvent: CN(C=O)C (N,N-dimethylformamide), ice water, CN(C=O)C (N,N-dimethylformamide). The product is C(C)(=O)N(C(C1=C(C=C(C=C1)C1=NOC(C1)(C(F)(F)F)C1=CC(=CC(=C1)Cl)Cl)C)=O)C1=NC(=CC=C1)Cl (N-acetyl-N-(6-chloro-2-pyridyl)-4-[5-(3,5-dichlorophenyl)-5-trifluoromethyl-4,5-dihydroisoxazole-3-yl]-2-methyl benzoic acid amide). Isolated yield 34.0%. As a reaction SMILES: [H-].[Na+].[Cl:3][C:4]1[N:9]=[C:8]([NH:10][C:11](=[O:36])[C:12]2[CH:17]=[CH:16][C:15]([C:18]3[CH2:22][C:21]([C:27]4[CH:32]=[C:31]([Cl:33])[CH:30]=[C:29]([Cl:34])[CH:28]=4)([C:23]([F:26])([F:25])[F:24])[O:20][N:19]=3)=[CH:14][C:13]=2[CH3:35])[CH:7]=[CH:6][CH:5]=1.[H][H].[C:39](Cl)(=[O:41])[CH3:40]>CN(C)C=O>[C:39]([N:10]([C:8]1[CH:7]=[CH:6][CH:5]=[C:4]([Cl:3])[N:9]=1)[C:11](=[O:36])[C:12]1[CH:17]=[CH:16][C:15]([C:18]2[CH2:22][C:21]([C:27]3[CH:28]=[C:29]([Cl:34])[CH:30]=[C:31]([Cl:33])[CH:32]=3)([C:23]([F:25])([F:26])[F:24])[O:20][N:19]=2)=[CH:14][C:13]=1[CH3:35])(=[O:41])[CH3:40] |f:0.1|. Procedure: In a suspension of 0.10 g of 55% oily sodium hydride suspended in 15 mL of N,N-dimethylformamide, a solution of 0.30 g of N-(6-chloro-2-pyridyl)-4-[5-(3,5-dichlorophenyl)-5-trifluoromethyl-4,5-dihydro-isoxazole-3-yl]-2-methyl benzoic acid amide in 5 mL of N,N-dimethylformamide was added under cooling with ice and with stirring, and stirred at the same temperature for 10 minutes. After ceasing the generation of hydrogen gas, 0.30 g of acetyl chloride was added, ice bath was removed and continued ... The product is C1(=CC=C(C=C1)C[C@@H](C(=O)NC)NC(=O)C1(CCCC1)CC(=O)O)C1=CC=CC=C1 ((S)-2-(1-(3-(biphenyl-4-yl)-1-(methylamino)-1-oxopropan-2-ylcarbamoyl)cyclopentyl)acetic acid). As a reaction SMILES: [C:1]1([C:25]2[CH:30]=[CH:29][CH:28]=[CH:27][CH:26]=2)[CH:6]=[CH:5][C:4]([CH2:7][C@H:8]([NH:13][C:14]([C:16]2(CC(Cl)=C)[CH2:20][CH2:19][CH2:18][CH2:17]2)=[O:15])[C:9]([NH:11][CH3:12])=[O:10])=[CH:3][CH:2]=1.[O:31]=[O+][O-].C[C:35]([CH3:37])=[O:36]>>[C:1]1([C:25]2[CH:30]=[CH:29][CH:28]=[CH:27][CH:26]=2)[CH:6]=[CH:5][C:4]([CH2:7][C@H:8]([NH:13][C:14]([C:16]2([CH2:37][C:35]([OH:31])=[O:36])[CH2:20][CH2:19][CH2:18][CH2:17]2)=[O:15])[C:9]([NH:11][CH3:12])=[O:10])=[CH:3][CH:2]=1. Procedure details: To a solution of (S)—N-(3-(biphenyl-4-yl)-1-(methylamino)-1-oxopropan-2-yl)-1-(2-chloroallyl)cyclopentanecarboxamide (38 mg, 0.09 mmol) in acetone (5 mL) at −78° C. was bubbled ozone for 1 minute with a persistent pale blue color. The mixture was stirred at −78° C. for 5 minutes. To the mixture was bubbled oxygen for 10 minutes then added dimethyl sulfide (0.5 mL) followed by 1 mL of water. The mixture was stirred for 1 hr at room temperature and concentrated under reduced pressure. The obtained... Reactants: C1(=CC=C(C=C1)C[C@@H](C(=O)NC)NC(=O)C1(CCCC1)CC(=C)Cl)C1=CC=CC=C1 ((S)—N-(3-(biphenyl-4-yl)-1-(methylamino)-1-oxopropan-2-yl)-1-(2-chloroallyl)cyclopentanecarboxamide), O=[O+][O-] (ozone), CC(=O)C (acetone). Run at temperature -78 celsius, time 5 minute.